This data is from the Open Reaction Database (ORD), a public repository of structured organic reaction records. The task is: describe an organic reaction: reactants, conditions, products, and yield The reactants are CC=1C(=CC=NC1CSC=2NC=3C=CC=CC3N2)OCC(F)(F)F (Lansoprazole sulfide), CO (methanol), OO (hydrogen peroxide). Reagents/catalysts: C[Re](=O)(=O)=O (methyltrioxorhenium). Run in O (water). Reaction conditions: temperature 5 celsius. Yields the product CC=1C(=NC=CC1OCC(F)(F)F)CS(=O)C1=NC2=C(N1)C=CC=C2 (2-[[[3-methyl-4-(2,2,2-trifluoroethoxy)-2-pyridinyl]methyl]sulfinyl]-1H-benzimidazole). Reaction SMILES: [CH3:1][C:2]1[C:3]([O:19][CH2:20][C:21]([F:24])([F:23])[F:22])=[CH:4][CH:5]=[N:6][C:7]=1[CH2:8][S:9][C:10]1[NH:11][C:12]2[CH:13]=[CH:14][CH:15]=[CH:16][C:17]=2[N:18]=1.C[OH:26].OO>C[Re](=O)(=O)=O.O>[CH3:1][C:2]1[C:7]([CH2:8][S:9]([C:10]2[NH:11][C:12]3[CH:13]=[CH:14][CH:15]=[CH:16][C:17]=3[N:18]=2)=[O:26])=[N:6][CH:5]=[CH:4][C:3]=1[O:19][CH2:20][C:21]([F:24])([F:22])[F:23]. Procedure details: In a 1-liter flask equipped with dropping funnel and mechanical stirring 50 g (0.142 moles) of Lansoprazole sulfide, 35.0 mg (0.00014 moles) of methyltrioxorhenium (Aldrich) and 500 ml of methanol are charged. The temperature of the solution is brought to 5° C., and then 17.8 g (0.173 moles) of a 33% (v/v) aqueous solution of hydrogen peroxide are added. The mixture is maintained at 5° C. for 4 hours, then 1000 ml of cold deionized water are added, whereby a dense precipitate forms. The mixture ... Starting materials: C1(=CC=CC2=CC=CC=C12)C[C@@H]1N(COC1=O)C(=O)OCC1C2=CC=CC=C2C=2C=CC=CC12 ((S)-(9H-fluoren-9-yl)methyl 4-(naphthalen-1-ylmethyl)-5-oxooxazolidine-3-carboxylate), FC(C(=O)O)(F)F (trifluoroacetic acid), C(C)[SiH](CC)CC (triethylsilane). The solvent is C(Cl)Cl (DCM). Run at time 24 hour. Product: C1=CC=CC=2C3=CC=CC=C3C(C12)COC(=O)N([C@H](C(=O)O)CC1=CC=CC2=CC=CC=C12)C ((S)-2-((((9H-fluoren-9-yl)methoxy)carbonyl)(methyl)amino)-3-(naphthalen-1-yl)propanoic acid), gum. The yield is 46.0%. As a reaction SMILES: [C:1]1([CH2:11][C@H:12]2[C:16](=[O:17])[O:15][CH2:14][N:13]2[C:18]([O:20][CH2:21][CH:22]2[C:34]3[CH:33]=[CH:32][CH:31]=[CH:30][C:29]=3[C:28]3[C:23]2=[CH:24][CH:25]=[CH:26][CH:27]=3)=[O:19])[C:10]2[C:5](=[CH:6][CH:7]=[CH:8][CH:9]=2)[CH:4]=[CH:3][CH:2]=1.FC(F)(F)C(O)=O.C([SiH](CC)CC)C>C(Cl)Cl>[CH:24]1[C:23]2[CH:22]([CH2:21][O:20][C:18]([N:13]([CH3:14])[C@@H:12]([CH2:11][C:1]3[C:10]4[C:5](=[CH:6][CH:7]=[CH:8][CH:9]=4)[CH:4]=[CH:3][CH:2]=3)[C:16]([OH:17])=[O:15])=[O:19])[C:34]3[C:29](=[CH:30][CH:31]=[CH:32][CH:33]=3)[C:28]=2[CH:27]=[CH:26][CH:25]=1. Reported procedure: To a solution of (S)-(9H-fluoren-9-yl)methyl 4-(naphthalen-1-ylmethyl)-5-oxooxazolidine-3-carboxylate (0.750 g, 1.669 mmol) in DCM (8.0 ml) was added trifluoroacetic acid (8.0 mL, 104 mmol) followed by triethylsilane (0.799 ml, 5.01 mmol). The reaction mixture was allowed to stir at room temperature for 24 hours. Reaction mixture was dried on rotovap. The crude oil was dissolved in 15.0 mL of DCM and evaporated on rotovap twice. The crude product was obtained as an off-white gum and was purified... Starting materials: COc1cc(F)c(F)c2c1[nH]c(=O)n2-c1ccc(I)cc1F, O=[N+]([O-])O. The product is COc1c([N+](=O)[O-])c(F)c(F)c2c1[nH]c(=O)n2-c1ccc(I)cc1F. RXN SMILES: [F:1][c:2]1[cH:3][c:4]([O:21][CH3:22])[c:5]2[c:6]([n:7](-[c:11]3[c:12]([F:18])[cH:13][c:14]([I:17])[cH:15][cH:16]3)[c:8](=[O:10])[nH:9]2)[c:19]1[F:20].[OH:23][N+:24]([O-:25])=[O:26]>>[F:1][c:2]1[c:3]([N+:24](=[O:23])[O-:25])[c:4]([O:21][CH3:22])[c:5]2[c:6]([n:7](-[c:11]3[c:12]([F:18])[cH:13][c:14]([I:17])[cH:15][cH:16]3)[c:8](=[O:10])[nH:9]2)[c:19]1[F:20]. The reactants are CCOC(=O)Cl, ClCCl, COc1nc2ccc(F)cc2nc1N, c1ccncc1. The product is CCOC(=O)Nc1nc2cc(F)ccc2nc1OC. As a reaction SMILES: [Cl:15][C:16](=[O:17])[O:18][CH2:19][CH3:20].[Cl:27][CH2:28][Cl:29].[NH2:1][c:2]1[c:3]([O:13][CH3:14])[n:4][c:5]2[cH:6][cH:7][c:8]([F:12])[cH:9][c:10]2[n:11]1.[cH:21]1[cH:22][cH:23][n:24][cH:25][cH:26]1>>[NH:1]([c:2]1[c:3]([O:13][CH3:14])[n:4][c:5]2[cH:6][cH:7][c:8]([F:12])[cH:9][c:10]2[n:11]1)[C:16](=[O:17])[O:18][CH2:19][CH3:20]. Starting materials: ON1N=NC2=C1C=CC=C2 (1-hydroxybenzotriazole), N1([C@H](C(=O)N[C@H](CC2=CNC3=CC=CC=C23)C(=O)N[C@@H](CC2=CC=CC=C2)C(=O)O)CCC1)C(=O)OC(C)(C)C (BocPro-DTrp-PheOH), N[C@H](CCCCNC(=O)OC(C)(C)C)C(=O)N[C@@H](CC(C)C)C(=O)N[C@@H](CCSC)C(=O)N (HDLys(Boc)-Leu-MetNH2), C1(CCCCC1)N=C=NC1CCCCC1 (dicyclohexylcarbodiimide). The product is N1([C@H](C(=O)N[C@H](CC2=CNC3=CC=CC=C23)C(=O)N[C@@H](CC2=CC=CC=C2)C(=O)N[C@H](CCCCNC(=O)OC(C)(C)C)C(=O)N[C@@H](CC(C)C)C(=O)N[C@@H](CCSC)C(=O)N)CCC1)C(=O)OC(C)(C)C (BocPro-DTrp-Phe-DLys(Boc)-Leu-MetNH2). Yield: 46.0%. As a reaction SMILES: [N:1]1([C:34]([O:36][C:37]([CH3:40])([CH3:39])[CH3:38])=[O:35])[CH2:33][CH2:32][CH2:31][C@H:2]1[C:3]([NH:5][C@@H:6]([C:17]([NH:19][C@H:20]([C:28](O)=[O:29])[CH2:21][C:22]1[CH:27]=[CH:26][CH:25]=[CH:24][CH:23]=1)=[O:18])[CH2:7][C:8]1[C:16]2[C:11](=[CH:12][CH:13]=[CH:14][CH:15]=2)[NH:10][CH:9]=1)=[O:4].[NH2:41][C@@H:42]([C:55]([NH:57][C@H:58]([C:63]([NH:65][C@H:66]([C:71]([NH2:73])=[O:72])[CH2:67][CH2:68][S:69][CH3:70])=[O:64])[CH2:59][CH:60]([CH3:62])[CH3:61])=[O:56])[CH2:43][CH2:44][CH2:45][CH2:46][NH:47][C:48]([O:50][C:51]([CH3:54])([CH3:53])[CH3:52])=[O:49].C1(N=C=NC2CCCCC2)CCCCC1.ON1C2C=CC=CC=2N=N1>>[N:1]1([C:34]([O:36][C:37]([CH3:40])([CH3:39])[CH3:38])=[O:35])[CH2:33][CH2:32][CH2:31][C@H:2]1[C:3]([NH:5][C@@H:6]([C:17]([NH:19][C@H:20]([C:28]([NH:41][C@@H:42]([C:55]([NH:57][C@H:58]([C:63]([NH:65][C@H:66]([C:71]([NH2:73])=[O:72])[CH2:67][CH2:68][S:69][CH3:70])=[O:64])[CH2:59][CH:60]([CH3:62])[CH3:61])=[O:56])[CH2:43][CH2:44][CH2:45][CH2:46][NH:47][C:48]([O:50][C:51]([CH3:53])([CH3:54])[CH3:52])=[O:49])=[O:29])[CH2:21][C:22]1[CH:27]=[CH:26][CH:25]=[CH:24][CH:23]=1)=[O:18])[CH2:7][C:8]1[C:16]2[C:11](=[CH:12][CH:13]=[CH:14][CH:15]=2)[NH:10][CH:9]=1)=[O:4]. Procedure details: Condensation of BocPro-DTrp-PheOH (0.88 g.) and HDLys(Boc)-Leu-MetNH2 (0.68 g.) using dicyclohexylcarbodiimide and 1-hydroxybenzotriazole gave BocPro-DTrp-Phe-DLys(Boc)-Leu-MetNH2 in 46% yield. De-t-butoxycarbonylation of BocPro-DTrp-Phe-DLys(Boc)-Leu-MetNH2 (560 mg.) using trifluoroacetic acid in dimethyl sulfide and ethanedithiol gave HPro-DTrp-Phe-DLys-Leu-MetNH2, which was isolated as the amorphous white solid phosphate (1:1) acetate (1:3) salt in 26% yield. Starting materials: CC1(OB(OC1(C)C)C1=CC2=C(OCCN2C(=O)OC(C)(C)C)C=C1)C (tert-butyl 6-(4,4,5,5-tetramethyl-1,3,2-dioxaborolan-2-yl)-2H-benzo[b][1,4]oxazine-4(3H)-carboxylate), BrC1=CC=C(C(=N1)C(=O)OC)OCCCOC1=CC=CC=C1 (methyl 6-bromo-3-(3-phenoxypropoxy)picolinate), C(=O)([O-])[O-].[K+].[K+] (K2CO3). Reagents/catalysts: [Br-].C(CCC)[N+](CCCC)(CCCC)CCCC (tetrabutyl ammonium bromide), Cl[Pd]([P](C1=CC=CC=C1)(C2=CC=CC=C2)C3=CC=CC=C3)([P](C4=CC=CC=C4)(C5=CC=CC=C5)C6=CC=CC=C6)Cl (dichlorobis(triphenylphosphine)palladium). Solvent: CCOC(=O)C (EtOAc), O1CCOCC1 (1,4-dioxane). Reaction conditions: temperature 90 celsius. Product: COC(=O)C1=C(C=CC(=N1)C1=CC2=C(OCCN2C(=O)OC(C)(C)C)C=C1)OCCCOC1=CC=CC=C1 (tert-butyl 6-(6-(methoxycarbonyl)-5-(3-phenoxypropoxy)pyridin-2-yl)-2H-benzo[b][1,4]oxazine-4(3H)-carboxylate). Reaction SMILES: CC1(C)C(C)(C)OB([C:9]2[CH:25]=[CH:24][C:12]3[O:13][CH2:14][CH2:15][N:16]([C:17]([O:19][C:20]([CH3:23])([CH3:22])[CH3:21])=[O:18])[C:11]=3[CH:10]=2)O1.Br[C:28]1[N:33]=[C:32]([C:34]([O:36][CH3:37])=[O:35])[C:31]([O:38][CH2:39][CH2:40][CH2:41][O:42][C:43]2[CH:48]=[CH:47][CH:46]=[CH:45][CH:44]=2)=[CH:30][CH:29]=1.C([O-])([O-])=O.[K+].[K+]>[Br-].C([N+](CCCC)(CCCC)CCCC)CCC.O1CCOCC1.CCOC(C)=O.Cl[Pd](Cl)([P](C1C=CC=CC=1)(C1C=CC=CC=1)C1C=CC=CC=1)[P](C1C=CC=CC=1)(C1C=CC=CC=1)C1C=CC=CC=1>[CH3:37][O:36][C:34]([C:32]1[N:33]=[C:28]([C:9]2[CH:25]=[CH:24][C:12]3[O:13][CH2:14][CH2:15][N:16]([C:17]([O:19][C:20]([CH3:21])([CH3:22])[CH3:23])=[O:18])[C:11]=3[CH:10]=2)[CH:29]=[CH:30][C:31]=1[O:38][CH2:39][CH2:40][CH2:41][O:42][C:43]1[CH:48]=[CH:47][CH:46]=[CH:45][CH:44]=1)=[O:35] |f:2.3.4,5.6,^1:87,106|. Procedure details: A mixture of tert-butyl 6-(4,4,5,5-tetramethyl-1,3,2-dioxaborolan-2-yl)-2H-benzo[b][1,4]oxazine-4(3H)-carboxylate (53B) (72 mg, 0.20 mmol), methyl 6-bromo-3-(3-phenoxypropoxy)picolinate (26C) (72 mg, 0.20 mmol), K2CO3 (30 mg, 0.22 mmol in 0.5 mL of water), tetrabutyl ammonium bromide (64 mg, 0.20 mmol) and dichlorobis(triphenylphosphine)palladium (II) (10 mg, catalytic amount) in 1,4-dioxane (5 mL) was heated to 90° C. for 6 hours. The reaction mixture was cooled to rt, diluted with EtOAc, filte... Reactants: Cl, CC1=C(C#N)C(c2ccc(C#N)cc2)n2nc(N)nc2N1c1cccc(C(F)(F)F)c1, O=C(Cl)COc1ccccc1, c1ccncc1. Product: CC1=C(C#N)C(c2ccc(C#N)cc2)n2nc(NC(=O)COc3ccccc3)nc2N1c1cccc(C(F)(F)F)c1. As a reaction SMILES: [ClH:1].[NH2:2][c:3]1[n:4][n:5]2[c:6]([n:32]1)[N:7]([c:22]1[cH:23][c:24]([C:28]([F:29])([F:30])[F:31])[cH:25][cH:26][cH:27]1)[C:8]([CH3:21])=[C:9]([C:19]#[N:20])[CH:10]2[c:11]1[cH:12][cH:13][c:14]([C:17]#[N:18])[cH:15][cH:16]1.[O:33]([c:34]1[cH:35][cH:36][cH:37][cH:38][cH:39]1)[CH2:40][C:41](=[O:42])[Cl:43].[cH:44]1[cH:45][cH:46][n:47][cH:48][cH:49]1>>[NH:2]([c:3]1[n:4][n:5]2[c:6]([n:32]1)[N:7]([c:22]1[cH:23][c:24]([C:28]([F:29])([F:30])[F:31])[cH:25][cH:26][cH:27]1)[C:8]([CH3:21])=[C:9]([C:19]#[N:20])[CH:10]2[c:11]1[cH:12][cH:13][c:14]([C:17]#[N:18])[cH:15][cH:16]1)[C:41]([CH2:40][O:33][c:34]1[cH:35][cH:36][cH:37][cH:38][cH:39]1)=[O:42].